From a dataset of the Open Reaction Database (ORD), a public repository of structured organic reaction records. describe an organic reaction: reactants, conditions, products, and yield The reactants are [N+](=O)([O-])C=1C=C(C=CC1)S(=O)(=O)OC[C@@H]1CO1 ((S)-glycidyl M-nitrobenzenesulfonate), [F-].[K+] (Potassium fluoride), [F-].C(CCC)[N+](CCCC)(CCCC)CCCC (tetrabutyl ammonium fluoride), C(C=C)OC1=C(C=CC=C1)O (o-Allyloxyphenol). Solvent: C1CCOC1 (THF), O (water). Run at temperature 0 celsius, time 1 hour. The product is C(C=C)OC1=C(OC[C@H]2CO2)C=CC=C1 ((R)-3-(o-allyloxyphenoxy)-1,2-epoxypropane). Isolated yield 69.9%. Reaction SMILES: [CH2:1]([O:4][C:5]1[CH:10]=[CH:9][CH:8]=[CH:7][C:6]=1[OH:11])[CH:2]=[CH2:3].[F-].[K+].[F-].C([N+](CCCC)(CCCC)CCCC)CCC.[N+](C1C=C(S(O[CH2:45][C@H:46]2[O:48][CH2:47]2)(=O)=O)C=CC=1)([O-])=O>C1COCC1.O>[CH2:1]([O:4][C:5]1[CH:10]=[CH:9][CH:8]=[CH:7][C:6]=1[O:11][CH2:45][C@@H:46]1[O:48][CH2:47]1)[CH:2]=[CH2:3] |f:1.2,3.4|. Procedure details: o-Allyloxyphenol (1.0 g) was dissolved in THF (10 ml) under nitrogen atmosphere and the solution was cooled to 0° C. Potassium fluoride (1.55 g) and tetrabutyl ammonium fluoride (0.2 g) were added thereto and the mixture was stirred for 1 hour. Then (S)-glycidyl M-nitrobenzenesulfonate (1.73 g, 99.3% e.e.) was added thereto and the mixture was stirred for 40 hours at the same temperature. After the reaction water was added to the mixture, the mixture was extracted with ethyl acetate, dried over ... Reactants: CC(C)c1nn(Cc2ccc(Br)cc2F)c(=O)c(C(=O)NCC(=O)O)c1O, O=C([O-])[O-], C1COCCO1, COc1ccccc1B(O)O, Cl, [K+], [K+], O, c1ccc(P(c2ccccc2)(c2ccccc2)[Pd](P(c2ccccc2)(c2ccccc2)c2ccccc2)(P(c2ccccc2)(c2ccccc2)c2ccccc2)P(c2ccccc2)(c2ccccc2)c2ccccc2)cc1. Yields the product COc1ccccc1-c1ccc(Cn2nc(C(C)C)c(O)c(C(=O)NCC(=O)O)c2=O)c(F)c1. RXN SMILES: [Br:1][c:2]1[cH:3][c:4]([F:27])[c:5]([CH2:8][n:9]2[n:10][c:11]([CH:24]([CH3:25])[CH3:26])[c:12]([OH:23])[c:13]([C:16](=[O:17])[NH:18][CH2:19][C:20](=[O:21])[OH:22])[c:14]2=[O:15])[cH:6][cH:7]1.[C:39](=[O:40])([O-:41])[O-:42].[CH2:124]1[O:125][CH2:126][CH2:127][O:128][CH2:129]1.[CH3:28][O:29][c:30]1[c:31]([B:36]([OH:37])[OH:38])[cH:32][cH:33][cH:34][cH:35]1.[ClH:45].[K+:43].[K+:44].[OH2:46].[cH:47]1[cH:48][cH:49][c:50]([P:51]([Pd:52]([P:53]([c:54]2[cH:55][cH:56][cH:57][cH:58][cH:59]2)([c:60]2[cH:61][cH:62][cH:63][cH:64][cH:65]2)[c:66]2[cH:67][cH:68][cH:69][cH:70][cH:71]2)([P:72]([c:73]2[cH:74][cH:75][cH:76][cH:77][cH:78]2)([c:79]2[cH:80][cH:81][cH:82][cH:83][cH:84]2)[c:85]2[cH:86][cH:87][cH:88][cH:89][cH:90]2)[P:91]([c:92]2[cH:93][cH:94][cH:95][cH:96][cH:97]2)([c:98]2[cH:99][cH:100][cH:101][cH:102][cH:103]2)[c:104]2[cH:105][cH:106][cH:107][cH:108][cH:109]2)([c:110]2[cH:111][cH:112][cH:113][cH:114][cH:115]2)[c:116]2[cH:117][cH:118][cH:119][cH:120][cH:121]2)[cH:122][cH:123]1>>[c:2]1(-[c:31]2[c:30]([O:29][CH3:28])[cH:35][cH:34][cH:33][cH:32]2)[cH:3][c:4]([F:27])[c:5]([CH2:8][n:9]2[n:10][c:11]([CH:24]([CH3:25])[CH3:26])[c:12]([OH:23])[c:13]([C:16](=[O:17])[NH:18][CH2:19][C:20](=[O:21])[OH:22])[c:14]2=[O:15])[cH:6][cH:7]1. The reactants are C(C1=CC=CC=C1)(=O)NC1=CC=C(C=C1)C1=CC=C2CN(C(C2=C1)=O)[C@H](C(=O)O)C(C)C ((S)-2-(6-(4-Benzamidophenyl)-1-oxoisoindolin-2-yl)-3-methylbutanoic acid), FC1=C(C(=O)NC2=CC=C(C=C2)C2=CC=C3CN(C(C3=C2)=O)[C@H](C(=O)OC)C(C)C)C(=CC=C1C)F ((S)-Methyl 2-(6-(4-(2,6-difluoro-3-methylbenzamido)phenyl)-1-oxoisoindolin-2-yl)-3-methylbutanoate). Product: FC1=C(C(=O)NC2=CC=C(C=C2)C2=CC=C3CN(C(C3=C2)=O)[C@H](C(=O)O)C(C)C)C(=CC=C1C)F ((S)-2-(6-(4-(2,6-Difluoro-3-methylbenzamido)phenyl)-1-oxoisoindolin-2-yl)-3-methylbutanoic acid). The yield is 78.0%. As a reaction SMILES: C(NC1C=CC(C2C=C3C(CN([C@@H](C(C)C)C(O)=O)C3=O)=CC=2)=CC=1)(=O)C1C=CC=CC=1.[F:33][C:34]1[C:66]([CH3:67])=[CH:65][CH:64]=[C:63]([F:68])[C:35]=1[C:36]([NH:38][C:39]1[CH:44]=[CH:43][C:42]([C:45]2[CH:53]=[C:52]3[C:48]([CH2:49][N:50]([C@@H:55]([CH:60]([CH3:62])[CH3:61])[C:56]([O:58]C)=[O:57])[C:51]3=[O:54])=[CH:47][CH:46]=2)=[CH:41][CH:40]=1)=[O:37]>>[F:33][C:34]1[C:66]([CH3:67])=[CH:65][CH:64]=[C:63]([F:68])[C:35]=1[C:36]([NH:38][C:39]1[CH:44]=[CH:43][C:42]([C:45]2[CH:53]=[C:52]3[C:48]([CH2:49][N:50]([C@@H:55]([CH:60]([CH3:62])[CH3:61])[C:56]([OH:58])=[O:57])[C:51]3=[O:54])=[CH:47][CH:46]=2)=[CH:41][CH:40]=1)=[O:37]. Reported procedure: The compound of example 166 was prepared analogous to compound of example 98 by hydrolysis of compound of example 165. Reactants: S(O)(O)(=O)=O (sulfuric acid), C1(=CC=CC=C1)N(N=C1CCC(CC1)=O)C1=CC=CC=C1 (cyclohexane-1,4-dione bisphenylhydrazone). The solvent is C(C)(=O)O (acetic acid). Reaction conditions: temperature 10 celsius, time 18 hour. Product: C1=C2C(=CC=C1)NC=1C2=CC=2NC3=CC=CC=C3C2C1 (5,11-dihydroindolo[3,2-b]carbazole). Isolated yield 71.1%. Reaction SMILES: S(=O)(=O)(O)O.[C:6]1([N:12]([C:21]2[CH:26]=[CH:25][CH:24]=[CH:23][CH:22]=2)N=C2CCC(=O)CC2)[CH:11]=[CH:10][CH:9]=[CH:8][CH:7]=1>C(O)(=O)C>[CH:8]1[CH:9]=[CH:10][CH:11]=[C:6]2[NH:12][C:24]3[C:25](=[CH:26][C:21]4[NH:12][C:6]5[C:7]([C:22]=4[CH:23]=3)=[CH:8][CH:9]=[CH:10][CH:11]=5)[C:7]=12. Procedure: In a 1.5 liter flask equipped with a mechanical stirrer and a condenser were added glacial acetic acid (100 milliliters) and concentrated sulfuric acid (20 milliliters). Into this mixture, which was maintained at 10° C. with an ice bath, was added powdered cyclohexane-1,4-dione bisphenylhydrazone (22.0 grams) in small portions with stirring. After the aforementioned addition, the ice bath was removed and the mixture was allowed to warm to 23° C., and stirred for a further 10 minutes. Subsequentl... Starting materials: CC#N, [Cl-], CCOC(=O)c1cc(Cl)c(C)[nH]1, CC(C)(C)ON=O, COCc1nc(N)sc1C(=O)OC. Product: COCc1nc(Cl)sc1C(=O)OC. Reaction SMILES: [CH3:34][C:35]#[N:36].[Cl-:8].[Cl:22][c:23]1[cH:24][c:25]([C:26]([O:27][CH2:28][CH3:29])=[O:30])[nH:31][c:32]1[CH3:33].[N:1]([O:2][C:3]([CH3:4])([CH3:5])[CH3:6])=[O:7].[NH2:9][c:10]1[s:11][c:12]([C:18](=[O:19])[O:20][CH3:21])[c:13]([CH2:15][O:16][CH3:17])[n:14]1>>[c:10]1([Cl:22])[s:11][c:12]([C:18](=[O:19])[O:20][CH3:21])[c:13]([CH2:15][O:16][CH3:17])[n:14]1. Starting materials: BrCC=1C=C2C(CCC(C2=CC1)(C)C)(C)C (6-bromomethyl-1,1,4,4-tetramethyl-1,2,3,4-tetrahydronaphthalene), C1(=CC=CC=C1)P(C1=CC=CC=C1)C1=CC=CC=C1 (triphenylphosphine). Run in C(C)OCC (ethyl ether), ClCCl (dichloromethane). Yields the product [Br-].CC1(C=2C=CC(=CC2C(CC1)(C)C)C[P+](C1=CC=CC=C1)(C1=CC=CC=C1)C1=CC=CC=C1)C ((5,6,7,8-tetrahydro-5,5,8,8-tetramethyl-2-naphthalenyl)methyl-triphenyl-phosphonium bromide). Isolated yield 86.0%. RXN SMILES: [Br:1][CH2:2][C:3]1[CH:4]=[C:5]2[C:10](=[CH:11][CH:12]=1)[C:9]([CH3:14])([CH3:13])[CH2:8][CH2:7][C:6]2([CH3:16])[CH3:15].[C:17]1([P:23]([C:30]2[CH:35]=[CH:34][CH:33]=[CH:32][CH:31]=2)[C:24]2[CH:29]=[CH:28][CH:27]=[CH:26][CH:25]=2)[CH:22]=[CH:21][CH:20]=[CH:19][CH:18]=1>ClCCl.C(OCC)C>[Br-:1].[CH3:13][C:9]1([CH3:14])[CH2:8][CH2:7][C:6]([CH3:16])([CH3:15])[C:5]2[CH:4]=[C:3]([CH2:2][P+:23]([C:24]3[CH:25]=[CH:26][CH:27]=[CH:28][CH:29]=3)([C:30]3[CH:35]=[CH:34][CH:33]=[CH:32][CH:31]=3)[C:17]3[CH:18]=[CH:19][CH:20]=[CH:21][CH:22]=3)[CH:12]=[CH:11][C:10]1=2 |f:4.5|. Procedure: The 6-bromomethyl-1,1,4,4-tetramethyl-1,2,3,4-tetrahydronaphthalene (9.0 g, 32.0 mmol) prepared in the previous step is mixed with triphenylphosphine (10.1 g, 38.4 mmol) in solution in 50 ml of dichloromethane for 24 hours, and then diluted with ethyl ether (200 ml). The (5,6,7,8-tetrahydro-5,5,8,8-tetramethyl-2-naphthalenyl)methyl-triphenyl-phosphonium bromide precipitates, is filtered and washed with ether. The white crystals obtained (15.0 g, yield 86%) are dried in a desiccator.